Dataset: the Open Reaction Database (ORD), a public repository of structured organic reaction records. Task: describe an organic reaction: reactants, conditions, products, and yield Reactants: [Br-], CCI, CS(C)=O, CCCC[N+](CCCC)(CCCC)CCCC, CO, CC(=O)O, [Na+], [OH-], O, O=c1[nH]c2c3ccccc3[nH]c2n2ccnc12. The product is CCn1c2ccccc2c2[nH]c(=O)c3nccn3c21. RXN SMILES: [Br-:28].[CH2:20]([CH3:21])[I:22].[CH3:24][S:25](=[O:26])[CH3:27].[CH3:29][CH2:30][CH2:31][CH2:32][N+:33]([CH2:34][CH2:35][CH2:36][CH3:37])([CH2:38][CH2:39][CH2:40][CH3:41])[CH2:42][CH2:43][CH2:44][CH3:45].[CH3:46][OH:47].[CH3:48][C:49](=[O:50])[OH:51].[Na+:19].[OH-:18].[OH2:23].[cH:1]1[cH:2][n:3][c:4]2[n:5]1[c:6]1[c:7]([nH:8][c:9]2=[O:10])[c:11]2[cH:12][cH:13][cH:14][cH:15][c:16]2[nH:17]1>>[cH:1]1[cH:2][n:3][c:4]2[n:5]1[c:6]1[c:7]([nH:8][c:9]2=[O:10])[c:11]2[cH:12][cH:13][cH:14][cH:15][c:16]2[n:17]1[CH2:20][CH3:21]. Reactants: BrC1=CC(=C(N)C(=C1)C)C (4-Bromo-2,6-dimethyl-aniline), C(CCCCC)(=O)Cl (hexanoyl chloride). Run in C(C)#N (acetonitrile). Run at temperature 150 celsius. Product: BrC1=CC(=C(C(=C1)C)NC(CCCCC)=O)C (Hexanoic acid (4-bromo-2,6-dimethyl-phenyl)-amide). The yield is 50.0%. As a reaction SMILES: [Br:1][C:2]1[CH:8]=[C:7]([CH3:9])[C:5]([NH2:6])=[C:4]([CH3:10])[CH:3]=1.[C:11](Cl)(=[O:17])[CH2:12][CH2:13][CH2:14][CH2:15][CH3:16]>C(#N)C>[Br:1][C:2]1[CH:8]=[C:7]([CH3:9])[C:5]([NH:6][C:11](=[O:17])[CH2:12][CH2:13][CH2:14][CH2:15][CH3:16])=[C:4]([CH3:10])[CH:3]=1. Reported procedure: 4-Bromo-2,6-dimethyl-aniline (0.50 g) and hexanoyl chloride (0.45 mL) were dissolved in acetonitrile (4 mL) and heated to 150° C. for 10 minutes in a sealed microwave process vial. The reaction mixture was concentrated in vacuo and purified by flash chromatography to furnish 0.37 g (50% yield) of the title compound as a white solid. LC-MS (m/z) 299 (MH+); tR=3.09, (UV, ELSD) 100%, 99%. 1H NMR (500 MHz, CDCl3): 0.93 (t, 3H), 1.39 (m, 4H), 1.76 (qui, 2H), 2.20 (s, 6H), 2.40 (t, 2H), 6.57 (b, 1H), ... The reactants are FC1=C(C=CC(=C1)OC)C1CCN(CC1)CC(=O)OCC (ethyl [4-(2-fluoro-4-methoxyphenyl)piperidin-1-yl]acetate), II (iodine). Reagents/catalysts: S(=O)(=O)([O-])[O-].[Ag+2] (silver sulfate). Run in CO (MeOH). Conditions: time 2 hour. The product is FC1=C(C=C(C(=C1)OC)I)C1CCN(CC1)CC(=O)OCC (ethyl [4-(2-fluoro-5-iodo-4-methoxyphenyl)piperidin-1-yl]acetate). As a reaction SMILES: [F:1][C:2]1[CH:7]=[C:6]([O:8][CH3:9])[CH:5]=[CH:4][C:3]=1[CH:10]1[CH2:15][CH2:14][N:13]([CH2:16][C:17]([O:19][CH2:20][CH3:21])=[O:18])[CH2:12][CH2:11]1.[I:22]I>CO.S([O-])([O-])(=O)=O.[Ag+2]>[F:1][C:2]1[CH:7]=[C:6]([O:8][CH3:9])[C:5]([I:22])=[CH:4][C:3]=1[CH:10]1[CH2:15][CH2:14][N:13]([CH2:16][C:17]([O:19][CH2:20][CH3:21])=[O:18])[CH2:12][CH2:11]1 |f:3.4|. Reported procedure: A mixture of ethyl [4-(2-fluoro-4-methoxyphenyl)piperidin-1-yl]acetate (Step A; 21.6 mg; 0.073 mmol), iodine (45.6 mg; 0.146 mmol) and silver sulfate (37 mg; 0.146 mmol) in MeOH (1.5 mL) was stirred at room temperature for 2 h. The reaction was filtered through Celite and the filtrate was concentrated in vacuo. The residue was redissolved in ether (25 mL) and washed with H2O (25 mL). The aqueous layer was extracted with ether (3×25 mL) and the combined extracts were washed with brine (25 mL), dr... Starting materials: CCOP(=O)(Cc1ccc([N+](=O)[O-])c(OC)n1)OCC, CO, [H][H]. The product is CCOP(=O)(Cc1ccc(N)c(OC)n1)OCC. As a reaction SMILES: [CH2:1]([CH3:2])[O:3][P:4]([O:5][CH2:6][CH3:7])(=[O:8])[CH2:9][c:10]1[n:11][c:12]([O:19][CH3:20])[c:13]([N+:16]([O-:17])=[O:18])[cH:14][cH:15]1.[CH3:23][OH:24].[H:21][H:22]>>[CH2:1]([CH3:2])[O:3][P:4]([O:5][CH2:6][CH3:7])(=[O:8])[CH2:9][c:10]1[n:11][c:12]([O:19][CH3:20])[c:13]([NH2:16])[cH:14][cH:15]1. RXN SMILES: [C:21]([OH:22])(=[O:23])[CH3:24].[CH3:25][S:26]([CH3:27])=[O:28].[c:12]1([CH2:18][CH2:19][NH2:20])[cH:13][cH:14][cH:15][cH:16][cH:17]1.[n:1]1[cH:2][nH:3][c:4]2[c:5]1[cH:6][cH:7][c:8]([CH:10]=[O:11])[cH:9]2>>[nH:1]1[cH:2][n:3][c:4]2[c:5]1[cH:6][cH:7][c:8]([CH2:10][NH:20][CH2:19][CH2:18][c:12]1[cH:13][cH:14][cH:15][cH:16][cH:17]1)[cH:9]2. Product: c1ccc(CCNCc2ccc3[nH]cnc3c2)cc1. Reactants: CC(=O)O, CS(C)=O, NCCc1ccccc1, O=Cc1ccc2nc[nH]c2c1. Starting materials: Cl (hydrogen chloride), CN(C)CCOC(=O)C1CC=2NC3=CC=C(C=C3C2CC1)Cl (6-chloro-1,2,3,4-tetrahydrocarbazole-2-carboxylic acid dimethylaminoethyl ester), C(C)O (ethanol). Solvent: CCOCC (Ether). The product is Cl.CN(C)CCOC(=O)C1CC=2NC3=CC=C(C=C3C2CC1)Cl (6-chloro-1,2,3,4-tetrahydrocarbazole-2-carboxylic acid dimethylaminoethyl ester hydrochloride). RXN SMILES: Cl.[CH3:2][N:3]([CH2:5][CH2:6][O:7][C:8]([CH:10]1[CH2:22][CH2:21][C:20]2[C:19]3[C:14](=[CH:15][CH:16]=[C:17]([Cl:23])[CH:18]=3)[NH:13][C:12]=2[CH2:11]1)=[O:9])[CH3:4].C(O)C>CCOCC>[ClH:23].[CH3:4][N:3]([CH2:5][CH2:6][O:7][C:8]([CH:10]1[CH2:22][CH2:21][C:20]2[C:19]3[C:14](=[CH:15][CH:16]=[C:17]([Cl:23])[CH:18]=3)[NH:13][C:12]=2[CH2:11]1)=[O:9])[CH3:2] |f:4.5|. Procedure details: A slight excess of 7.5N alcoholic hydrogen chloride was added to a solution of 2.7 g. of 6-chloro-1,2,3,4-tetrahydrocarbazole-2-carboxylic acid dimethylaminoethyl ester in 15 ml. of ethanol. Ether was added until crystallization was induced and the resulting precipitate was filtered and washed with a mixture of ethanol and ether. Upon drying, 2.8 g. of the salt, 6-chloro-1,2,3,4-tetrahydrocarbazole-2-carboxylic acid dimethylaminoethyl ester hydrochloride, m.p. 201°-203° , was obtained.